Dataset: the Open Reaction Database (ORD), a public repository of structured organic reaction records. Task: describe an organic reaction: reactants, conditions, products, and yield The reactants are C(C)C1=CC(OC=2CCCC(C12)=O)=O (4-ethyl-5,6,7,8-tetrahydro-cumarin- 5-one), CN (methylamine). Product: CN1C(C=C(C=2C(CCCC12)=O)CC)=O (1-Methyl-4-ethyl-7,8-dihydro-2,5(1H.6H)-quinolinedione). As a reaction SMILES: [CH2:1]([C:3]1[C:12]2[C:11](=[O:13])[CH2:10][CH2:9][CH2:8][C:7]=2[O:6][C:5](=O)[CH:4]=1)[CH3:2].[CH3:15][NH2:16]>>[CH3:15][N:16]1[C:7]2[CH2:8][CH2:9][CH2:10][C:11](=[O:13])[C:12]=2[C:3]([CH2:1][CH3:2])=[CH:4][C:5]1=[O:6]. Procedure details: Prepared from 4-ethyl-5,6,7,8-tetrahydro-cumarin- 5-one and methanolic methylamine solution over 31 hours at ambient temperature. The reactants are COc1cccc(Nc2c([N+](=O)[O-])cc(C(=O)O)cc2S(N)(=O)=O)c1, NS(=O)(=O)c1cc(C(=O)O)cc([N+](=O)[O-])c1Nc1ccccc1. Product: COc1cccc(Nc2c(N)cc(C(=O)O)cc2S(N)(=O)=O)c1. Reaction SMILES: [CH3:1][O:2][c:3]1[cH:4][c:5]([NH:6][c:7]2[c:8]([N+:20]([O-:21])=[O:22])[cH:9][c:10]([C:11](=[O:12])[OH:13])[cH:14][c:15]2[S:16]([NH2:17])(=[O:18])=[O:19])[cH:23][cH:24][cH:25]1.[NH:26]([c:27]1[c:28]([S:29](=[O:30])(=[O:31])[NH2:32])[cH:33][c:34]([C:35]([OH:36])=[O:37])[cH:38][c:39]1[N+:40]([O-:41])=[O:42])[c:43]1[cH:44][cH:45][cH:46][cH:47][cH:48]1>>[CH3:1][O:2][c:3]1[cH:4][c:5]([NH:6][c:7]2[c:8]([NH2:20])[cH:9][c:10]([C:11](=[O:12])[OH:13])[cH:14][c:15]2[S:16]([NH2:17])(=[O:18])=[O:19])[cH:23][cH:24][cH:25]1. Starting materials: CCOC(=O)CN, ClCCl, Cl, Cc1ccc(S(=O)(=O)Cl)cc1, c1ccncc1. Product: CCOC(=O)CNS(=O)(=O)c1ccc(C)cc1. Reaction SMILES: [CH2:13]([CH3:14])[O:15][C:16]([CH2:17][NH2:18])=[O:19].[Cl:26][CH2:27][Cl:28].[ClH:12].[S:1](=[O:2])(=[O:3])([c:4]1[cH:5][cH:6][c:7]([CH3:8])[cH:9][cH:10]1)[Cl:11].[cH:20]1[cH:21][cH:22][n:23][cH:24][cH:25]1>>[S:1](=[O:2])(=[O:3])([c:4]1[cH:5][cH:6][c:7]([CH3:8])[cH:9][cH:10]1)[NH:18][CH2:17][C:16]([O:15][CH2:13][CH3:14])=[O:19]. Reaction SMILES: [CH3:36][NH:37][CH2:38][CH2:39][OH:40].[F:1][c:2]1[cH:3][c:4]([CH2:5][n:6]2[n:7][cH:8][c:9]3[cH:10][c:11]([NH:15][c:16]4[n:17][cH:18][n:19][c:20]5[cH:21][cH:22][cH:23][c:24]([O:26][CH:27]([C:28](=[O:29])[O:30][CH3:31])[CH3:32])[c:25]45)[cH:12][cH:13][c:14]23)[cH:33][cH:34][cH:35]1>>[F:1][c:2]1[cH:3][c:4]([CH2:5][n:6]2[n:7][cH:8][c:9]3[cH:10][c:11]([NH:15][c:16]4[n:17][cH:18][n:19][c:20]5[cH:21][cH:22][cH:23][c:24]([O:26][CH:27]([C:28](=[O:29])[N:37]([CH3:36])[CH2:38][CH2:39][OH:40])[CH3:32])[c:25]45)[cH:12][cH:13][c:14]23)[cH:33][cH:34][cH:35]1. Yields the product CC(Oc1cccc2ncnc(Nc3ccc4c(cnn4Cc4cccc(F)c4)c3)c12)C(=O)N(C)CCO. The reactants are CNCCO, COC(=O)C(C)Oc1cccc2ncnc(Nc3ccc4c(cnn4Cc4cccc(F)c4)c3)c12. Yields the product C=CCN1CC(C)N(C(c2cccc(O)c2)c2cccc(C(=O)N3CCC4(CC3)OCCO4)c2)CC1C. As a reaction SMILES: [CH2:1]([CH:2]=[CH2:3])[N:4]1[CH2:5][CH:6]([CH3:36])[N:7]([CH:11]([c:12]2[cH:13][c:14]([C:15](=[O:16])[N:17]([c:18]3[cH:19][cH:20][cH:21][c:22]([F:23])[cH:24]3)[CH3:25])[cH:26][cH:27][cH:28]2)[c:29]2[cH:30][c:31]([OH:35])[cH:32][cH:33][cH:34]2)[CH2:8][CH:9]1[CH3:10].[CH2:52]1[O:53][CH2:54][CH2:55][CH2:56]1.[CH:48]([Mg+:49])([CH3:50])[CH3:51].[Cl-:47].[O:37]1[CH2:38][CH2:39][O:40][C:41]12[CH2:42][CH2:43][NH:44][CH2:45][CH2:46]2>>[CH2:1]([CH:2]=[CH2:3])[N:4]1[CH2:5][CH:6]([CH3:36])[N:7]([CH:11]([c:12]2[cH:13][c:14]([C:15](=[O:16])[N:44]3[CH2:43][CH2:42][C:41]4([O:37][CH2:38][CH2:39][O:40]4)[CH2:46][CH2:45]3)[cH:26][cH:27][cH:28]2)[c:29]2[cH:30][c:31]([OH:35])[cH:32][cH:33][cH:34]2)[CH2:8][CH:9]1[CH3:10]. Starting materials: C=CCN1CC(C)N(C(c2cccc(O)c2)c2cccc(C(=O)N(C)c3cccc(F)c3)c2)CC1C, C1CCOC1, CC(C)[Mg+], [Cl-], C1CC2(CCN1)OCCO2. The reactants are COc1ccc(C(=O)N2c3ccccc3C(N(C(C)=O)c3ccc(Cl)cc3C)CC2C)cc1, O=C(Cl)c1ccc(F)cc1. The product is COc1ccc(C(=O)N2c3ccccc3C(N)CC2C)cc1. As a reaction SMILES: [Cl:1][c:2]1[cH:3][cH:4][c:5]([N:8]([C:6](=[O:7])[CH3:9])[CH:12]2[CH2:13][CH:14]([CH3:32])[N:15]([C:22]([c:23]3[cH:24][cH:25][c:26]([O:29][CH3:30])[cH:27][cH:28]3)=[O:31])[c:16]3[cH:17][cH:18][cH:19][cH:20][c:21]32)[c:10]([CH3:11])[cH:33]1.[F:34][c:35]1[cH:36][cH:37][c:38]([C:39]([Cl:40])=[O:41])[cH:42][cH:43]1>>[NH2:8][CH:12]1[CH2:13][CH:14]([CH3:32])[N:15]([C:22]([c:23]2[cH:24][cH:25][c:26]([O:29][CH3:30])[cH:27][cH:28]2)=[O:31])[c:16]2[cH:17][cH:18][cH:19][cH:20][c:21]21. Reactants: CCOC(=O)C.CCCCCC (EtOAc hexane), COC(=O)C=1C=C(C=2C(C3=CC=CC=C3C2C1)O)CO (3-Methoxycarbonyl-1-hydroxymethyl-9-fluorenol), O1CCCC=C1 (dihydropyran), C1(=CC=C(C=C1)S(=O)(=O)O)C (p-toluenesulfonic acid). Solvent: C(Cl)Cl (CH2Cl2). Yields the product COC(=O)C=1C=C(C=2C(C3=CC=CC=C3C2C1)O)COC1OCCCC1 (3-methoxycarbonyl-1-(2-tetrahydropyranyl)oxymethyl-9-fluorenol). Reaction SMILES: [CH3:1][O:2][C:3]([C:5]1[CH:6]=[C:7]([CH2:19][OH:20])[C:8]2[CH:9]([OH:18])[C:10]3[C:15]([C:16]=2[CH:17]=1)=[CH:14][CH:13]=[CH:12][CH:11]=3)=[O:4].[O:21]1[CH:26]=[CH:25][CH2:24][CH2:23][CH2:22]1.C1(C)C=CC(S(O)(=O)=O)=CC=1.CCOC(C)=O.CCCCCC>C(Cl)Cl>[CH3:1][O:2][C:3]([C:5]1[CH:6]=[C:7]([CH2:19][O:20][CH:22]2[CH2:23][CH2:24][CH2:25][CH2:26][O:21]2)[C:8]2[CH:9]([OH:18])[C:10]3[C:15]([C:16]=2[CH:17]=1)=[CH:14][CH:13]=[CH:12][CH:11]=3)=[O:4] |f:3.4|. Reported procedure: 3-Methoxycarbonyl-1-hydroxymethyl-9-fluorenol (0.96 g) was treated with dihydropyran (0.43 ml) and p-toluenesulfonic acid (200 mg) in CH2Cl2 (20 ml) for 0.5 hour. The reaction mixture was washed once with NaHCO3 (10% soln) then dried and evaporated which gave a mixture of products. Chromatography on silica gel using EtOAc/hexane 1:1 as eluant gave the product (403 mg).